Dataset: the Open Reaction Database (ORD), a public repository of structured organic reaction records. Task: describe an organic reaction: reactants, conditions, products, and yield Starting materials: O (water), ClC=1C=CC(=C(C(=O)N)C1)[N+](=O)[O-] (5-chloro-2-nitrobenzamide), N1CCOCC1 (morpholine), C(=O)([O-])[O-].[K+].[K+] (K2CO3). The solvent is CN(C)C=O (DMF). Run at temperature 110 celsius, time 24 hour. Yields the product N1(CCOCC1)C=1C=CC(=C(C(=O)N)C1)[N+](=O)[O-] (5-Morpholin-4-yl-2-nitro-benzamide). Yield: 19.9%. As a reaction SMILES: Cl[C:2]1[CH:3]=[CH:4][C:5]([N+:11]([O-:13])=[O:12])=[C:6]([CH:10]=1)[C:7]([NH2:9])=[O:8].[NH:14]1[CH2:19][CH2:18][O:17][CH2:16][CH2:15]1.C([O-])([O-])=O.[K+].[K+].O>CN(C=O)C>[N:14]1([C:2]2[CH:3]=[CH:4][C:5]([N+:11]([O-:13])=[O:12])=[C:6]([CH:10]=2)[C:7]([NH2:9])=[O:8])[CH2:19][CH2:18][O:17][CH2:16][CH2:15]1 |f:2.3.4|. Reported procedure: A mixture of 5-chloro-2-nitrobenzamide (2.0 g, 10.0 mmol), morpholine (2.6 mL, 30 mmol), and K2CO3 (4.1 g, 30 mmol) in DMF (20 ml) was stirred at 110° C. for 24 h. The reaction mixture was poured into water (100 mL) and the resulting precipitate was collected by filtration and recrystallized from ethanol to yield the product as a yellow solid (0.5 g, 20%). Starting materials: NC=1C=NC=CC1 (3-Aminopyridine), CSC(=C[N+](=O)[O-])SC (1,1-bis(methylthio)-2-nitroethylene). Yields the product CSC(=C[N+](=O)[O-])NC=1C=NC=CC1 (N-[1-(methylsulfanyl)-2-nitroethenyl]-3-pyridinamine). RXN SMILES: [NH2:1][C:2]1[CH:3]=[N:4][CH:5]=[CH:6][CH:7]=1.[CH3:8][S:9][C:10](SC)=[CH:11][N+:12]([O-:14])=[O:13]>>[CH3:8][S:9][C:10]([NH:1][C:2]1[CH:3]=[N:4][CH:5]=[CH:6][CH:7]=1)=[CH:11][N+:12]([O-:14])=[O:13]. Reported procedure: 3-Aminopyridine and 1,1-bis(methylthio)-2-nitroethylene were processed as in Example 54B to provide the desired product. Reactants: CC(=O)N1CCNCC1, CC(=O)N1CCN(c2nc(N=CN(C(C)C)C(C)C)ncc2C#Cc2ccc(Cl)cc2)CC1, CC#N, CC(C)N(C=Nc1ncc(C#Cc2ccc(Cl)cc2)c(Cl)n1)C(C)C. Yields the product CC(=O)N1CCN(c2nc(N)ncc2C#Cc2ccc(Cl)cc2)CC1. As a reaction SMILES: [C:26]([N:27]1[CH2:28][CH2:29][NH:30][CH2:31][CH2:32]1)(=[O:33])[CH3:34].[C:35]([CH3:36])(=[O:37])[N:38]1[CH2:39][CH2:40][N:41]([c:44]2[n:45][c:46]([N:59]=[CH:60][N:61]([CH:62]([CH3:63])[CH3:64])[CH:65]([CH3:66])[CH3:67])[n:47][cH:48][c:49]2[C:50]#[C:51][c:52]2[cH:53][cH:54][c:55]([Cl:58])[cH:56][cH:57]2)[CH2:42][CH2:43]1.[CH3:68][C:69]#[N:70].[Cl:1][c:2]1[c:3]([C:4]#[C:5][c:6]2[cH:7][cH:8][c:9]([Cl:10])[cH:11][cH:12]2)[cH:13][n:14][c:15]([N:16]=[CH:17][N:18]([CH:19]([CH3:20])[CH3:21])[CH:22]([CH3:23])[CH3:24])[n:25]1>>[C:35]([CH3:36])(=[O:37])[N:38]1[CH2:39][CH2:40][N:41]([c:44]2[n:45][c:46]([NH2:59])[n:47][cH:48][c:49]2[C:50]#[C:51][c:52]2[cH:53][cH:54][c:55]([Cl:58])[cH:56][cH:57]2)[CH2:42][CH2:43]1. Reactants: ClC(=O)OC (methyl chloroformate), ClC=1C=C(C=C(C1)Cl)C1(CC(=NO1)C1=CC(=C(C(=O)NC2OCCC2)C=C1)C)C(F)(F)F (4-[5-(3,5-dichlorophenyl)-5-trifluoromethyl-4,5-dihydroisoxazole-3-yl]-2-methyl-N-(2-tetrahydrofuranyl)benzoic acid amide), [H-].[Na+] (sodium hydride). The solvent is O1CCCC1 (tetrahydrofuran), O1CCCC1 (tetrahydrofuran), O (water). Product: ClC=1C=C(C=C(C1)Cl)C1(CC(=NO1)C1=CC(=C(C(=O)N(C(OC)=O)C2OCCC2)C=C1)C)C(F)(F)F (methyl N-[4-[5-(3,5-dichlorophenyl)-5-trifluoromethyl-4,5-dihydro-isoxazole-3-yl]-2-methylbenzoyl]-N-(2-tetrahydrofuranyl)carbamate). The yield is 23.7%. Reaction SMILES: [H-].[Na+].[Cl:3][C:4]1[CH:5]=[C:6]([C:11]2([C:31]([F:34])([F:33])[F:32])[O:15][N:14]=[C:13]([C:16]3[CH:29]=[CH:28][C:19]([C:20]([NH:22][CH:23]4[CH2:27][CH2:26][CH2:25][O:24]4)=[O:21])=[C:18]([CH3:30])[CH:17]=3)[CH2:12]2)[CH:7]=[C:8]([Cl:10])[CH:9]=1.Cl[C:36]([O:38][CH3:39])=[O:37]>O1CCCC1.O>[Cl:3][C:4]1[CH:5]=[C:6]([C:11]2([C:31]([F:33])([F:32])[F:34])[O:15][N:14]=[C:13]([C:16]3[CH:29]=[CH:28][C:19]([C:20]([N:22]([CH:23]4[CH2:27][CH2:26][CH2:25][O:24]4)[C:36](=[O:37])[O:38][CH3:39])=[O:21])=[C:18]([CH3:30])[CH:17]=3)[CH2:12]2)[CH:7]=[C:8]([Cl:10])[CH:9]=1 |f:0.1|. Reported procedure: In a suspension of 0.07 g of 55% oily sodium hydride in 10 mL of tetrahydrofuran, a solution of 0.49 g of 4-[5-(3,5-dichlorophenyl)-5-trifluoromethyl-4,5-dihydroisoxazole-3-yl]-2-methyl-N-(2-tetrahydrofuranyl)benzoic acid amide in 5 mL of tetrahydrofuran was added dropwise under cooling with ice and with stirring. After the completion of the addition dropwise, it was stirred at room temperature for 10 minutes. Then, 0.15 g of methyl chloroformate was added, and continued to stir at the same tepe...